Dataset: the Open Reaction Database (ORD), a public repository of structured organic reaction records. Task: describe an organic reaction: reactants, conditions, products, and yield Reactants: CCCCc1ccc(OC(C)(C)C(=O)OCC)cc1OCCc1nc(-c2ccccc2)oc1C, CCO, [Na+], [OH-]. The product is CCCCc1ccc(OC(C)(C)C(=O)O)cc1OCCc1nc(-c2ccccc2)oc1C. RXN SMILES: [CH2:1]([CH3:2])[O:3][C:4]([C:5]([CH3:6])([CH3:7])[O:8][c:9]1[cH:10][c:11]([O:19][CH2:20][CH2:21][c:22]2[n:23][c:24](-[c:28]3[cH:29][cH:30][cH:31][cH:32][cH:33]3)[o:25][c:26]2[CH3:27])[c:12]([CH2:15][CH2:16][CH2:17][CH3:18])[cH:13][cH:14]1)=[O:34].[CH3:37][CH2:38][OH:39].[Na+:36].[OH-:35]>>[O:3]=[C:4]([C:5]([CH3:6])([CH3:7])[O:8][c:9]1[cH:10][c:11]([O:19][CH2:20][CH2:21][c:22]2[n:23][c:24](-[c:28]3[cH:29][cH:30][cH:31][cH:32][cH:33]3)[o:25][c:26]2[CH3:27])[c:12]([CH2:15][CH2:16][CH2:17][CH3:18])[cH:13][cH:14]1)[OH:34]. Reactants: CCOc1cc(ccc1C=O)F, CC1=CN=C(C=C1)N, [C-]#[N+]C1CCCCC1. The reagents and catalysts are O=C(O)C(F)(F)F (trifluoroacetic acid). The solvent is CC(C)O (isopropyl alcohol), CC(C)O (isopropylalcohol). Reaction conditions: temperature 22 celsius, time 20 hour. Product: CCOc1cc(ccc1c1c(NC2CCCCC2)n2cc(C)ccc2n1)F. The yield is 100.0%. RXN SMILES: CC1=CC=C(N)N=C1.[C-]#[N+]C1CCCCC1.CCOC1=CC(F)=CC=C1C=O>>CCOC1=CC(F)=CC=C1C1=C(NC2CCCCC2)N2C=C(C)C=CC2=N1. Reactants: CC1CC2=C(CN1)SC(=N2)C(=O)[O-].[Li+] (lithium 6-methyl-4,5,6,7-tetrahydrothiazolo[5,4-c]pyridine-2-carboxylate), C(C)(C)(C)OC(=O)N1CCNCC1 (1-(tert-butoxycarbonyl)piperazine), O.ON1N=NC2=C1C=CC=C2 (1-hydroxybenzotriazole monohydrate), Cl.CN(CCCN=C=NCC)C (1-(3-dimethylaminopropyl)-3-ethylcarbodiimide hydrochloride). Run in O (water), C(Cl)Cl (methylene chloride), CN(C=O)C (N,N-dimethylformamide). Reaction conditions: time 38 hour. Yields the product C(C)(C)(C)OC(=O)N1CCN(CC1)C(=O)C=1SC=2CNC(CC2N1)C (1-(tert-Butoxycarbonyl)-4-[(6-methyl-4,5,6,7-tetrahydrothiazolo[5,4-c]pyridin-2-yl)carbonyl]piperazine). RXN SMILES: [CH3:1][CH:2]1[NH:7][CH2:6][C:5]2[S:8][C:9]([C:11]([O-:13])=O)=[N:10][C:4]=2[CH2:3]1.[Li+].[C:15]([O:19][C:20]([N:22]1[CH2:27][CH2:26][NH:25][CH2:24][CH2:23]1)=[O:21])([CH3:18])([CH3:17])[CH3:16].O.ON1C2C=CC=CC=2N=N1.Cl.CN(C)CCCN=C=NCC>CN(C)C=O.O.C(Cl)Cl>[C:15]([O:19][C:20]([N:22]1[CH2:27][CH2:26][N:25]([C:11]([C:9]2[S:8][C:5]3[CH2:6][NH:7][CH:2]([CH3:1])[CH2:3][C:4]=3[N:10]=2)=[O:13])[CH2:24][CH2:23]1)=[O:21])([CH3:18])([CH3:16])[CH3:17] |f:0.1,3.4,5.6|. Reported procedure: To a solution of lithium 6-methyl-4,5,6,7-tetrahydrothiazolo[5,4-c]pyridine-2-carboxylate (293 mg) in N,N-dimethylformamide (10 ml) were added 1-(tert-butoxycarbonyl)piperazine (294 mg), 1-hydroxybenzotriazole monohydrate (214 mg) and 1-(3-dimethylaminopropyl)-3-ethylcarbodiimide hydrochloride (303 mg) at room temperature. After stirring for 38 hours, methylene chloride (20 ml) and water (200 ml) were added to the reaction mixture to separate it into layers. The water layer thus obtained was ext...